This data is from the Open Reaction Database (ORD), a public repository of structured organic reaction records. The task is: describe an organic reaction: reactants, conditions, products, and yield Reactants: CCO, O=Cc1ccccc1, [Na+], [Na+], O, O, O, O, O, O, O, O, O, CC(=O)c1cc(C)ccc1O, OB1O[B-]2(O)OB(O)O[B-](O)(O1)O2. The product is Cc1ccc2c(c1)C(=O)CC(c1ccccc1)O2. Reaction SMILES: [CH3:43][CH2:44][OH:45].[CH:12](=[O:13])[c:14]1[cH:15][cH:16][cH:17][cH:18][cH:19]1.[Na+:20].[Na+:21].[OH2:22].[OH2:23].[OH2:24].[OH2:25].[OH2:26].[OH2:27].[OH2:28].[OH2:29].[OH2:46].[OH:1][c:2]1[c:3]([C:9]([CH3:10])=[O:11])[cH:4][c:5]([CH3:8])[cH:6][cH:7]1.[OH:30][B:31]1[O:32][B-:33]2([OH:42])[O:34][B-:35]([OH:40])([O:36][B:37]([OH:39])[O:38]2)[O:41]1>>[O:1]1[c:2]2[c:3]([cH:4][c:5]([CH3:8])[cH:6][cH:7]2)[C:9](=[O:11])[CH2:10][CH:12]1[c:14]1[cH:15][cH:16][cH:17][cH:18][cH:19]1. The reactants are C(C)(C)(C)C1(COC2(OC1)CCCCC2)CI (3-t-butyl-3-iodomethyl-(1,5-dioxaspiro[5,5]undecane)), C1(=CC=C(C=C1)S(=O)(=O)O)C (p-toluenesulphonic acid), C(O)([O-])=O.[Na+] (sodium hydrogen carbonate). The solvent is CC(=O)C (acetone). The product is C(C)(C)(C)C1(COC(OC1)(C)C)CI (5-t-Butyl-2,2-dimethyl-5-iodomethyl-1,3-dioxane). As a reaction SMILES: [C:1]([C:5]1([CH2:16][I:17])[CH2:10][O:9][C:8]2([CH2:15]CCC[CH2:11]2)[O:7][CH2:6]1)([CH3:4])([CH3:3])[CH3:2].C1(C)C=CC(S(O)(=O)=O)=CC=1.C(=O)([O-])O.[Na+]>CC(C)=O>[C:1]([C:5]1([CH2:16][I:17])[CH2:10][O:9][C:8]([CH3:15])([CH3:11])[O:7][CH2:6]1)([CH3:4])([CH3:2])[CH3:3] |f:2.3|. Procedure: A mixture of 3-t-butyl-3-iodomethyl-(1,5-dioxaspiro[5,5]undecane) (3.5 g.), p-toluenesulphonic acid (0.5 g.) and acetone (200 ml.) was refluxed for 36 hours. The mixture was cooled and sodium hydrogen carbonate (2.0 g.) was added. The solvent was removed in vacuo and the resulting oil was poured into water. The aqueous mixture was extracted with diethyl ether. The ethereal extracts were washed with water, dried over anhydrous magnesium sulphate and then evaporated in vacuo. 5-t-Butyl-2,2-dimethy... Reaction SMILES: [Br:1][CH2:2][c:3]1[cH:4][cH:5][c:6]([Cl:12])[c:7]([C:8](=[O:9])[OH:10])[cH:11]1.[K:13][C:14]#[N:15].[O:16]=[CH:17][N:18]([CH3:19])[CH3:20].[OH2:21]>>[CH2:2]([c:3]1[cH:4][cH:5][c:6]([Cl:12])[c:7]([C:8](=[O:9])[OH:10])[cH:11]1)[C:14]#[N:15]. The product is N#CCc1ccc(Cl)c(C(=O)O)c1. The reactants are O=C(O)c1cc(CBr)ccc1Cl, N#C[K], CN(C)C=O, O. Reactants: COCOc1cc(OC)c(OCOC)cc1OC, COCOc1cc(OC)c(OCOC)c(CC=O)c1OC, CN(C)P(=O)(N(C)C)N(C)C, [Li]C(C)CC, C1CCOC1. The product is COCOc1cc(OC)c(OCOC)c(CC(O)c2c(OC)c(OCOC)cc(OC)c2OCOC)c1OC. RXN SMILES: [CH3:1][O:2][c:3]1[c:4]([O:15][CH2:16][O:17][CH3:18])[cH:5][c:6]([O:13][CH3:14])[c:7]([O:9][CH2:10][O:11][CH3:12])[cH:8]1.[CH3:24][O:25][c:26]1[c:27]([CH2:42][CH:43]=[O:44])[c:28]([O:38][CH2:39][O:40][CH3:41])[c:29]([O:36][CH3:37])[cH:30][c:31]1[O:32][CH2:33][O:34][CH3:35].[CH3:50][N:51]([CH3:52])[P:53](=[O:54])([N:55]([CH3:56])[CH3:57])[N:58]([CH3:59])[CH3:60].[CH:19]([Li:20])([CH2:21][CH3:22])[CH3:23].[O:45]1[CH2:46][CH2:47][CH2:48][CH2:49]1>>[CH3:1][O:2][c:3]1[c:4]([O:15][CH2:16][O:17][CH3:18])[cH:5][c:6]([O:13][CH3:14])[c:7]([O:9][CH2:10][O:11][CH3:12])[c:8]1[CH:43]([CH2:42][c:27]1[c:26]([O:25][CH3:24])[c:31]([O:32][CH2:33][O:34][CH3:35])[cH:30][c:29]([O:36][CH3:37])[c:28]1[O:38][CH2:39][O:40][CH3:41])[OH:44]. Starting materials: C(C)NC(=O)N.N1=CC=CC2=CC=CN=C12 (ethylurea naphthyridine), C(C1=CC=CC=C1)C1CCNCC1 (4-benzylpiperidine), C([O-])([O-])=O.[Na+].[Na+] (sodium carbonate). Run in CN(C)C=O (DMF), O (water). Conditions: temperature 50 celsius. Yields the product C(C1=CC=CC=C1)C1CCN(CC1)CCNC(=O)NC1=NC2=CC=NC(=C2C=C1)C (1-[2-(4-Benzylpiperidin-1-yl)ethyl]-3-(5-methyl[1,6]naphthyridin-2-yl)urea). RXN SMILES: [CH2:1]([NH:3][C:4]([NH2:6])=[O:5])[CH3:2].[N:7]1[C:16]2[C:11](=[CH:12][CH:13]=[CH:14][N:15]=2)[CH:10]=[CH:9][CH:8]=1.[CH2:17]([CH:24]1[CH2:29][CH2:28][NH:27][CH2:26][CH2:25]1)[C:18]1[CH:23]=[CH:22][CH:21]=[CH:20][CH:19]=1.[C:30](=O)([O-])[O-].[Na+].[Na+]>CN(C=O)C.O>[CH2:17]([CH:24]1[CH2:29][CH2:28][N:27]([CH2:2][CH2:1][NH:3][C:4]([NH:6][C:14]2[CH:13]=[CH:12][C:11]3[C:10](=[CH:9][CH:8]=[N:7][C:16]=3[CH3:30])[N:15]=2)=[O:5])[CH2:26][CH2:25]1)[C:18]1[CH:23]=[CH:22][CH:21]=[CH:20][CH:19]=1 |f:0.1,3.4.5|. Procedure details: To a stirred solution of the ethylurea-naphthyridine intermediate (44 mg, 0.17 mmol) in 2 mL of DMF was added 4-benzylpiperidine (44 mg, 0.25 mmol) and sodium carbonate (0.141 g, 1.33 mmol). The reaction mixture was heated at 50° C. for 48 hours. The mixture was diluted with water (10 mL), extracted with two 10 mL portions of dichloromethane, and washed with brine (10 mL). The organic layer was dried over sodium sulfate, and purified by silica gel chromatography eluting with a gradient of dichlo... The reactants are C(C)(C)N(C(C)C)CC (N,N-diisopropylethylamine), COC(CN1N=CC2=CC(=CC=C12)OC1=C(C=C(C=C1)F)CN)OC ((2-(1-(2,2-dimethoxyethyl)-1H-indazol-5-yloxy)-5-fluorophenyl)methanamine), C(C)(C)(C)C1=NN(C(=C1)NC(OCC(Cl)(Cl)Cl)=O)C1=CC=C(C=C1)C (2,2,2-trichloroethyl 3-tert-butyl-1-p-tolyl-1H-pyrazol-5-ylcarbamate). Run in CN(C(C)=O)C (N,N-dimethylacetamide). Reaction conditions: temperature 80 celsius. Yields the product C(C)(C)(C)C1=NN(C(=C1)NC(=O)NCC1=C(C=CC(=C1)F)OC=1C=C2C=NN(C2=CC1)CC(OC)OC)C1=CC=C(C=C1)C (1-(3-tert-butyl-1-p-tolyl-1H-pyrazol-5-yl)-3-(2-(1-(2,2-dimethoxyethyl)-1H-indazol-5-yloxy)-5-fluorobenzyl)urea), foam. Yield: 74.0%. As a reaction SMILES: [CH3:1][O:2][CH:3]([O:24][CH3:25])[CH2:4][N:5]1[C:13]2[C:8](=[CH:9][C:10]([O:14][C:15]3[CH:20]=[CH:19][C:18]([F:21])=[CH:17][C:16]=3[CH2:22][NH2:23])=[CH:11][CH:12]=2)[CH:7]=[N:6]1.[C:26]([C:30]1[CH:34]=[C:33]([NH:35][C:36](=O)[O:37]CC(Cl)(Cl)Cl)[N:32]([C:44]2[CH:49]=[CH:48][C:47]([CH3:50])=[CH:46][CH:45]=2)[N:31]=1)([CH3:29])([CH3:28])[CH3:27].C(N(CC)C(C)C)(C)C>CN(C)C(=O)C>[C:26]([C:30]1[CH:34]=[C:33]([NH:35][C:36]([NH:23][CH2:22][C:16]2[CH:17]=[C:18]([F:21])[CH:19]=[CH:20][C:15]=2[O:14][C:10]2[CH:9]=[C:8]3[C:13](=[CH:12][CH:11]=2)[N:5]([CH2:4][CH:3]([O:2][CH3:1])[O:24][CH3:25])[N:6]=[CH:7]3)=[O:37])[N:32]([C:44]2[CH:49]=[CH:48][C:47]([CH3:50])=[CH:46][CH:45]=2)[N:31]=1)([CH3:29])([CH3:28])[CH3:27]. Procedure: (2-(1-(2,2-dimethoxyethyl)-1H-indazol-5-yloxy)-5-fluorophenyl)methanamine (2.00 g, 5.791 mmol), 2,2,2-trichloroethyl 3-tert-butyl-1-p-tolyl-1H-pyrazol-5-ylcarbamate (3.516 g, 8.686 mmol) and N,N-diisopropylethylamine (3.026 mL, 17.37 mmol) were suspended in N,N-dimethylacetamide (50 mL) and heated at 80° C. overnight. The reaction mixture was concentrated under reduced pressure and the residue diluted with EtOAc and saturated aqueous NH4Cl. The organics were washed with water (3×), brine, dried ...